This data is from the Open Reaction Database (ORD), a public repository of structured organic reaction records. The task is: describe an organic reaction: reactants, conditions, products, and yield Starting materials: C(C)(=O)N1CCC(C(=O)O)CC1 (N-acetylisonipecotic acid), O=S(Cl)Cl (SOCl2). Yields the product C(C)(=O)N1CCC(C(=O)Cl)CC1 (N-acetylisonipecotic acid chloride). Isolated yield 97.0%. RXN SMILES: [C:1]([N:4]1[CH2:12][CH2:11][CH:7]([C:8](O)=[O:9])[CH2:6][CH2:5]1)(=[O:3])[CH3:2].O=S(Cl)[Cl:15]>>[C:1]([N:4]1[CH2:12][CH2:11][CH:7]([C:8]([Cl:15])=[O:9])[CH2:6][CH2:5]1)(=[O:3])[CH3:2]. Procedure details: N-acetylisonipecotic acid (0.67 g, 3.9 mmol) was added to SOCl2 (4.1 mL). The acid chloride precipitated from solution and petrol (60 mL) was added. The mixture was filtered and the residue was washed several times with petrol to afford the title compound as a white solid (0.716 g, 97%). m.p. 133-138° C. 1H NMR (DMSO): 1.2-1.5 (m, 2H), 1.65-2.0 (m, 2H), 1.94 (s, 3H), 2.3-2.5 (m, 1H), 2.639 (t, J=11.4 Hz, 1H), 3.036 (t, J=11.4 Hz, 1H), 3.692 (d, J=13.2 Hz, 1H), 4.144 (d, J=13.2 Hz, 1H). IR (KBr):...